This data is from the Open Reaction Database (ORD), a public repository of structured organic reaction records. The task is: describe an organic reaction: reactants, conditions, products, and yield Reactants: CCCCCC, CCOC(C)=O, Cl, C1CCOC1, CC(C)(C)OC(=O)N1CCN(c2nc(-c3ccccn3)ns2)CC1. Yields the product c1ccc(-c2nsc(N3CCNCC3)n2)nc1. As a reaction SMILES: [CH3:26][CH2:27][CH2:28][CH2:29][CH2:30][CH3:31].[CH3:37][CH2:38][O:39][C:40](=[O:41])[CH3:42].[ClH:25].[O:32]1[CH2:33][CH2:34][CH2:35][CH2:36]1.[n:1]1[c:2](-[c:7]2[n:8][s:9][c:10]([N:12]3[CH2:13][CH2:14][N:15]([C:18]([O:19][C:20]([CH3:21])([CH3:22])[CH3:23])=[O:24])[CH2:16][CH2:17]3)[n:11]2)[cH:3][cH:4][cH:5][cH:6]1>>[n:1]1[c:2](-[c:7]2[n:8][s:9][c:10]([N:12]3[CH2:13][CH2:14][NH:15][CH2:16][CH2:17]3)[n:11]2)[cH:3][cH:4][cH:5][cH:6]1. The reactants are O=C(Cl)OCc1ccccc1, Cc1ccccc1, Nc1ccc(C(=O)N2CCN(CCc3ccc(Cl)cc3)CC2)cc1, C1COCCO1, O. Yields the product O=C(Nc1ccc(C(=O)N2CCN(CCc3ccc(Cl)cc3)CC2)cc1)OCc1ccccc1. Reaction SMILES: [CH2:25]([c:26]1[cH:27][cH:28][cH:29][cH:30][cH:31]1)[O:32][C:33](=[O:34])[Cl:35].[CH3:42][c:43]1[cH:44][cH:45][cH:46][cH:47][cH:48]1.[NH2:1][c:2]1[cH:3][cH:4][c:5]([C:6](=[O:7])[N:8]2[CH2:9][CH2:10][N:11]([CH2:14][CH2:15][c:16]3[cH:17][cH:18][c:19]([Cl:22])[cH:20][cH:21]3)[CH2:12][CH2:13]2)[cH:23][cH:24]1.[O:36]1[CH2:37][CH2:38][O:39][CH2:40][CH2:41]1.[OH2:49]>>[NH:1]([c:2]1[cH:3][cH:4][c:5]([C:6](=[O:7])[N:8]2[CH2:9][CH2:10][N:11]([CH2:14][CH2:15][c:16]3[cH:17][cH:18][c:19]([Cl:22])[cH:20][cH:21]3)[CH2:12][CH2:13]2)[cH:23][cH:24]1)[C:33]([O:32][CH2:25][c:26]1[cH:27][cH:28][cH:29][cH:30][cH:31]1)=[O:34].